The task is: describe an organic reaction: reactants, conditions, products, and yield. This data is from the Open Reaction Database (ORD), a public repository of structured organic reaction records. Starting materials: CS(=O)(=O)Cl, ClCCl, Cl, OCC1CCC(F)(F)CC1. Yields the product CS(=O)(=O)OCC1CCC(F)(F)CC1. Reaction SMILES: [CH3:11][S:12]([Cl:13])(=[O:14])=[O:15].[Cl:17][CH2:18][Cl:19].[ClH:16].[F:1][C:2]1([F:10])[CH2:3][CH2:4][CH:5]([CH2:8][OH:9])[CH2:6][CH2:7]1>>[F:1][C:2]1([F:10])[CH2:3][CH2:4][CH:5]([CH2:8][O:9][S:12]([CH3:11])(=[O:14])=[O:15])[CH2:6][CH2:7]1.